This data is from the Open Reaction Database (ORD), a public repository of structured organic reaction records. The task is: describe an organic reaction: reactants, conditions, products, and yield The reactants are ClC1=C(/C=C/C=2C=C(C=CC2)CC(CNC(OC(C)(C)C)=O)O)C(=CC=C1)Cl ((E)-tert-butyl 3-(3-(2,6-dichlorostyryl)phenyl)-2-hydroxypropylcarbamate), [Cr](=O)(=O)([O-])Cl.[NH+]1=CC=CC=C1 (pyridinium chlorochromate), [Cr](=O)(=O)([O-])Cl.[NH+]1=CC=CC=C1 (pyridinium chlorochromate). Run in C(Cl)Cl (CH2Cl2). Reaction conditions: time 1.5 hour. The product is ClC1=C(/C=C/C=2C=C(C=CC2)CC(CNC(OC(C)(C)C)=O)=O)C(=CC=C1)Cl ((E)-tert-butyl 3-(3-(2,6-dichlorostyryl)phenyl)-2-oxopropylcarbamate). Reaction SMILES: [Cl:1][C:2]1[CH:27]=[CH:26][CH:25]=[C:24]([Cl:28])[C:3]=1/[CH:4]=[CH:5]/[C:6]1[CH:7]=[C:8]([CH2:12][CH:13]([OH:23])[CH2:14][NH:15][C:16](=[O:22])[O:17][C:18]([CH3:21])([CH3:20])[CH3:19])[CH:9]=[CH:10][CH:11]=1.[Cr](Cl)([O-])(=O)=O.[NH+]1C=CC=CC=1>C(Cl)Cl>[Cl:1][C:2]1[CH:27]=[CH:26][CH:25]=[C:24]([Cl:28])[C:3]=1/[CH:4]=[CH:5]/[C:6]1[CH:7]=[C:8]([CH2:12][C:13](=[O:23])[CH2:14][NH:15][C:16](=[O:22])[O:17][C:18]([CH3:21])([CH3:20])[CH3:19])[CH:9]=[CH:10][CH:11]=1 |f:1.2|. Reported procedure: To a solution of (E)-tert-butyl 3-(3-(2,6-dichlorostyryl)phenyl)-2-hydroxypropylcarbamate (1.08 g, 2.56 mmol) in CH2Cl2 (20 mL) was added Celite (0.8 g) and pyridinium chlorochromate (0.661 g, 3.06 mmol). The reaction mixture was stirred at room temperature for 1.5 h then additional Celite (0.70 g) and pyridinium chlorochromate (0.552 g, 2.56 mmol) were added. The mixture was stirred for 1 h then the solids were removed by filtration through Celite. The filtrate was concentrated under reduced pr... The reactants are OC1=C(C=C(C=O)C=C1)[N+](=O)[O-] (4-hydroxy-3-nitrobenzaldehyde), BrCC(=O)OC (methyl 2-bromoacetate), C(=O)([O-])[O-].[K+].[K+] (K2CO3). Run in CN(C)C=O (DMF). Conditions: temperature 80 celsius, time 2 hour. Yields the product C(=O)C1=CC(=C(OCC(=O)OC)C=C1)[N+](=O)[O-] (methyl 2-(4-formyl-2-nitrophenoxy)acetate). Yield: 84.9%. Reaction SMILES: [OH:1][C:2]1[CH:9]=[CH:8][C:5]([CH:6]=[O:7])=[CH:4][C:3]=1[N+:10]([O-:12])=[O:11].Br[CH2:14][C:15]([O:17][CH3:18])=[O:16].C([O-])([O-])=O.[K+].[K+]>CN(C=O)C>[CH:6]([C:5]1[CH:8]=[CH:9][C:2]([O:1][CH2:14][C:15]([O:17][CH3:18])=[O:16])=[C:3]([N+:10]([O-:12])=[O:11])[CH:4]=1)=[O:7] |f:2.3.4|. Reported procedure: To a 200 mL round-bottomed flask was added 4-hydroxy-3-nitrobenzaldehyde (1.671 g, 10.0 mmol), methyl 2-bromoacetate (0.950 mL, 10.00 mmol), and K2CO3 (1.382 g, 10.00 mmol) in DMF (25 mL). The reaction was stirred at 80° C. for 2 hr. The reaction was poured over ice and the resulting solid was isolated by filtration, washed with water and dried in vacuo to give a light yellow solid (2.031 g, 85% yield). 1H NMR (400 MHz, DMSO-d6) δ ppm 3.71 (s, 3H) 5.18 (s, 2H) 7.52 (d, J=8.84 Hz, 1 H) 8.14 (dd, ...